Dataset: the Open Reaction Database (ORD), a public repository of structured organic reaction records. Task: describe an organic reaction: reactants, conditions, products, and yield Reactants: CCc1cc(OC(=O)c2ccccc2)cc(CC)c1O, CCOC(COCCCCO)OCC, C1CCOC1, c1ccc(P(c2ccccc2)c2ccccc2)cc1. Yields the product CCOC(COCCCCOc1c(CC)cc(OC(=O)c2ccccc2)cc1CC)OCC. As a reaction SMILES: [CH2:15]([CH3:16])[c:17]1[c:18]([OH:34])[c:19]([CH2:32][CH3:33])[cH:20][c:21]([O:23][C:24]([c:25]2[cH:26][cH:27][cH:28][cH:29][cH:30]2)=[O:31])[cH:22]1.[CH2:1]([CH3:2])[O:3][CH:4]([CH2:5][O:6][CH2:7][CH2:8][CH2:9][CH2:10][OH:11])[O:12][CH2:13][CH3:14].[O:54]1[CH2:55][CH2:56][CH2:57][CH2:58]1.[c:35]1([P:36]([c:37]2[cH:38][cH:39][cH:40][cH:41][cH:42]2)[c:43]2[cH:44][cH:45][cH:46][cH:47][cH:48]2)[cH:49][cH:50][cH:51][cH:52][cH:53]1>>[CH2:1]([CH3:2])[O:3][CH:4]([CH2:5][O:6][CH2:7][CH2:8][CH2:9][CH2:10][O:11][c:18]1[c:17]([CH2:15][CH3:16])[cH:22][c:21]([O:23][C:24]([c:25]2[cH:26][cH:27][cH:28][cH:29][cH:30]2)=[O:31])[cH:20][c:19]1[CH2:32][CH3:33])[O:12][CH2:13][CH3:14]. The reactants are BrC1=C(N(N=C1)C)C=1C=C(C=CC1OC)N (3-(4-bromo-2-methyl-2H-pyrazol-3-yl)-4-methoxy-phenylamine), CN(C1=CC=C(C=C1)N=C=O)C (4-(dimethylamino)phenyl isocyanate). The solvent is C(Cl)Cl (CH2Cl2). Reaction conditions: time 2 day. Product: BrC1=C(N(N=C1)C)C=1C=C(C=CC1OC)NC(=O)NC1=CC=C(C=C1)N(C)C (1-[3-(4-Bromo-2-methyl-2H-pyrazol-3-yl)-4-methoxy-phenyl]-3-(4-dimethylamino-phenyl)-urea), solid. Isolated yield 25.0%. RXN SMILES: [Br:1][C:2]1[CH:6]=[N:5][N:4]([CH3:7])[C:3]=1[C:8]1[CH:9]=[C:10]([NH2:16])[CH:11]=[CH:12][C:13]=1[O:14][CH3:15].[CH3:17][N:18]([CH3:28])[C:19]1[CH:24]=[CH:23][C:22]([N:25]=[C:26]=[O:27])=[CH:21][CH:20]=1>C(Cl)Cl>[Br:1][C:2]1[CH:6]=[N:5][N:4]([CH3:7])[C:3]=1[C:8]1[CH:9]=[C:10]([NH:16][C:26]([NH:25][C:22]2[CH:23]=[CH:24][C:19]([N:18]([CH3:28])[CH3:17])=[CH:20][CH:21]=2)=[O:27])[CH:11]=[CH:12][C:13]=1[O:14][CH3:15]. Procedure: To 3-(4-bromo-2-methyl-2H-pyrazol-3-yl)-4-methoxy-phenylamine (34.9 mg, 0.124 mmol) in CH2Cl2 (3 mL) was added 4-(dimethylamino)phenyl isocyanate (21 mg, 0.129 mmol) and stirred for two days. The resulting material was purified by HPLC. The product was dried in vacuo to afford Compound 116 as a waxy solid (13.5 mg, 25%). LCMS m/z (%)=444 (M+H79Br, 100), 446 (M+H81Br, 95), 1H NMR (400 MHz, DMSO-d6) δ: 8.51 (bs, 1H), 8.26 (bs, 1H), 7.61 (s, 1H), 7.53 (dd, J=8.97, 2.71 Hz, 1H), 7.34 (d, J=2.70 Hz, ... Starting materials: OCCC1=COC2=C1C=CC=C2OCC(=O)OC (Methyl (3-(2-hydroxyethyl)benzofuran-7-yloxy)acetate), C1(=CC=CC=C1)P(C1=CC=CC=C1)C1=CC=CC=C1 (triphenylphosphine), BrN1C(CCC1=O)=O (N-bromosuccinimide). Solvent: CCCCCC (Hexane). Run at temperature 0 celsius, time 1 hour. Yields the product BrCCC1=COC2=C1C=CC=C2OCC(=O)OC (Methyl (3-(2-bromoethyl)benzofuran-7-yloxy)acetate). Yield: 85.4%. RXN SMILES: O[CH2:2][CH2:3][C:4]1[C:8]2[CH:9]=[CH:10][CH:11]=[C:12]([O:13][CH2:14][C:15]([O:17][CH3:18])=[O:16])[C:7]=2[O:6][CH:5]=1.C1(P(C2C=CC=CC=2)C2C=CC=CC=2)C=CC=CC=1.[Br:38]N1C(=O)CCC1=O>CCCCCC>[Br:38][CH2:2][CH2:3][C:4]1[C:8]2[CH:9]=[CH:10][CH:11]=[C:12]([O:13][CH2:14][C:15]([O:17][CH3:18])=[O:16])[C:7]=2[O:6][CH:5]=1. Procedure details: Methyl (3-(2-hydroxyethyl)benzofuran-7-yloxy)acetate (1.30 g) was dissolved in THE (15 ml) and the solution was cooled to 0° C. To this solution, triphenylphosphine (2.05 g) and N-bromosuccinimide (NBS, 1.39 g) were added and the resulting solution was stirred for 1 hour. Hexane (10 ml) was added to the reaction solution and the reaction solution was filtered through Celite. The filtrate was poured into water layer (50 ml) and extracted twice with ethyl acetate (20 ml). The organic layers were c... Starting materials: IC=1SC(=CC1)C (2-iodo-5-methylthiophene), C1(=CC=CC=C1)P(C1=CC=CC=C1)C1=CC=CC=C1 (triphenylphosphine), C(C#C)O (propargyl alcohol), C(C)(C)N(CC)C(C)C (diisopropylethylamine). Reagents/catalysts: [Cu]I (copper(I) iodide), C1=CC=C(C=C1)/C=C/C(=O)/C=C/C2=CC=CC=C2.C1=CC=C(C=C1)/C=C/C(=O)/C=C/C2=CC=CC=C2.C1=CC=C(C=C1)/C=C/C(=O)/C=C/C2=CC=CC=C2.C(Cl)(Cl)Cl.[Pd].[Pd] (tris(dibenzylideneacetone)dipalladium(0) chloroform adduct). Run in O1CCCC1 (tetrahydrofuran), O (water). Run at time 20 hour. The product is CC1=CC=C(S1)C#CCO (3-(5-methyl-2-thienyl)-2-propyne-1-ol). RXN SMILES: I[C:2]1[S:3][C:4]([CH3:7])=[CH:5][CH:6]=1.C1(P(C2C=CC=CC=2)C2C=CC=CC=2)C=CC=CC=1.[CH2:27]([OH:30])[C:28]#[CH:29].C(N(C(C)C)CC)(C)C>[Cu]I.C1C=CC(/C=C/C(/C=C/C2C=CC=CC=2)=O)=CC=1.C1C=CC(/C=C/C(/C=C/C2C=CC=CC=2)=O)=CC=1.C1C=CC(/C=C/C(/C=C/C2C=CC=CC=2)=O)=CC=1.C(Cl)(Cl)Cl.[Pd].[Pd].O.O1CCCC1>[CH3:7][C:4]1[S:3][C:2]([C:29]#[C:28][CH2:27][OH:30])=[CH:6][CH:5]=1 |f:5.6.7.8.9.10|. Procedure: A mixture of 2-iodo-5-methylthiophene (5.00 g), copper(I) iodide (82 mg), triphenylphosphine (286 mg), tris(dibenzylideneacetone)dipalladium(0) chloroform adduct (445 mg), propargyl alcohol (1.91 ml), diisopropylethylamine (15.1 ml) and tetrahydrofuran (30 ml) was stirred at room temperature for 20 hr. The reaction mixture was added to water, and the mixture was extracted with ethyl acetate, washed with saturated brine, and dried over anhydrous magnesium sulfate. The solvent was evaporated under... Reactants: ClC1=C(C=CC=C1C(=O)OC)[N+](=O)[O-] (2-Chloro-3-methoxycarbonyl-nitrobenzene), C(CC(=O)OC)(=O)OC (Dimethyl malonate), ice, [H-].[Na+] (sodium hydride), ice water. Solvent: CS(=O)C (DMSO). Run at temperature 100 celsius, time 1 hour. The product is COC(=O)C1=C(C(=CC=C1)[N+](=O)[O-])C(C(=O)OC)C(=O)OC (dimethyl 2-methoxycarbonyl-6-nitrophenylmalonate). As a reaction SMILES: [C:1]([O:8][CH3:9])(=[O:7])[CH2:2][C:3]([O:5][CH3:6])=[O:4].[H-].[Na+].Cl[C:13]1[C:18]([C:19]([O:21][CH3:22])=[O:20])=[CH:17][CH:16]=[CH:15][C:14]=1[N+:23]([O-:25])=[O:24]>CS(C)=O>[CH3:22][O:21][C:19]([C:18]1[CH:17]=[CH:16][CH:15]=[C:14]([N+:23]([O-:25])=[O:24])[C:13]=1[CH:2]([C:1]([O:8][CH3:9])=[O:7])[C:3]([O:5][CH3:6])=[O:4])=[O:20] |f:1.2|. Procedure: Dimethyl malonate (6.0 mL) was added to an ice-cold suspension of 2.1 g of sodium hydride in 15 mL of DMSO. The reaction mixture was then stirred at 100° C. for 1.0 h and then cooled to room temperature. 2-Chloro-3-methoxycarbonyl-nitrobenzene (2.15 g) was added to the above mixture in one portion and the mixture was heated to 100° C. for 1.5 h. The reaction mixture was then cooled to room temperature and poured into ice water, acidified to pH 5, and extracted with ethyl acetate. The organic lay...